This data is from the Open Reaction Database (ORD), a public repository of structured organic reaction records. The task is: describe an organic reaction: reactants, conditions, products, and yield Reactants: C([O-])([O-])=O.[K+].[K+] (potassium carbonate), C(C1=CC=CC=C1)N1C=NC=2N(C(NC(C12)=O)=O)C (7-benzyl-3-methylxanthine), ClC1=CC=C(OCCl)C=C1 (4-chlorophenoxymethyl chloride). Solvent: CN(C=O)C (dimethylformamide). Reaction conditions: time 1 hour. Product: C(C1=CC=CC=C1)N1C=NC=2N(C(N(C(C12)=O)COC1=CC=C(C=C1)Cl)=O)C (7-Benzyl-1-(4-chlorophenoxymethyl)-3-methylxanthine). Reaction SMILES: C(=O)([O-])[O-].[K+].[K+].[CH2:7]([N:14]1[C:22]2[C:21](=[O:23])[NH:20][C:19](=[O:24])[N:18]([CH3:25])[C:17]=2[N:16]=[CH:15]1)[C:8]1[CH:13]=[CH:12][CH:11]=[CH:10][CH:9]=1.[Cl:26][C:27]1[CH:35]=[CH:34][C:30]([O:31][CH2:32]Cl)=[CH:29][CH:28]=1>CN(C)C=O>[CH2:7]([N:14]1[C:22]2[C:21](=[O:23])[N:20]([CH2:32][O:31][C:30]3[CH:34]=[CH:35][C:27]([Cl:26])=[CH:28][CH:29]=3)[C:19](=[O:24])[N:18]([CH3:25])[C:17]=2[N:16]=[CH:15]1)[C:8]1[CH:13]=[CH:12][CH:11]=[CH:10][CH:9]=1 |f:0.1.2|. Procedure: 2.59 g (19.0 mmol) of potassium carbonate were added at 60° C. to a suspension of 3.0 g (12.0 mmol) of 7-benzyl-3-methylxanthine (prepared according to Example 1a) in 50 ml of dimethylformamide and the mixture was stirred at this temperature for one hour. 2.69 g (15.0 mmol) of 4-chlorophenoxymethyl chloride were then added dropwise and the mixture was stirred at 80° C. for 8 hours. The crude mixture was then filtered, the filtrate was concentrated under reduced pressure, the residue was taken up... Reactants: Cc1ccccc1C1(C#N)CCN(C(=O)OC(C)(C)C)CC1, CCOC(C)=O, Cl. Yields the product Cc1ccccc1C1(C#N)CCNCC1, Cl. As a reaction SMILES: [C:2](#[N:3])[C:4]1([c:17]2[c:18]([CH3:23])[cH:19][cH:20][cH:21][cH:22]2)[CH2:5][CH2:6][N:7]([C:10]([O:11][C:12]([CH3:13])([CH3:14])[CH3:15])=[O:16])[CH2:8][CH2:9]1.[CH3:24][CH2:25][O:26][C:27]([CH3:28])=[O:29].[ClH:1]>>[C:2](#[N:3])[C:4]1([c:17]2[c:18]([CH3:23])[cH:19][cH:20][cH:21][cH:22]2)[CH2:5][CH2:6][NH:7][CH2:8][CH2:9]1.[ClH:1]. Reactants: BrC1=C(C=CC2=CC(=CC=C12)C=1OC2=C(C1CCCCC)C=CC=C2)O (1-bromo-6-(3-pentyl-benzofuran-2-yl)-naphthalen-2-ol), C([O-])([O-])=O.[Cs+].[Cs+] (cesium carbonate), BrCC(=O)OCC (ethyl bromoacetate). Solvent: CC(=O)C (acetone). Yields the product C(C)OC(COC1=C(C2=CC=C(C=C2C=C1)C=1OC2=C(C1CCCCC)C=CC=C2)Br)=O ([1-Bromo-6-(3-pentyl-benzofuran-2-yl)-naphthalen-2-yloxy]-acetic acid ethyl ester), solid. Reaction SMILES: [Br:1][C:2]1[C:11]2[C:6](=[CH:7][C:8]([C:12]3[O:13][C:14]4[CH:25]=[CH:24][CH:23]=[CH:22][C:15]=4[C:16]=3[CH2:17][CH2:18][CH2:19][CH2:20][CH3:21])=[CH:9][CH:10]=2)[CH:5]=[CH:4][C:3]=1[OH:26].C(=O)([O-])[O-].[Cs+].[Cs+].Br[CH2:34][C:35]([O:37][CH2:38][CH3:39])=[O:36]>CC(C)=O>[CH2:38]([O:37][C:35](=[O:36])[CH2:34][O:26][C:3]1[CH:4]=[CH:5][C:6]2[C:11](=[CH:10][CH:9]=[C:8]([C:12]3[O:13][C:14]4[CH:25]=[CH:24][CH:23]=[CH:22][C:15]=4[C:16]=3[CH2:17][CH2:18][CH2:19][CH2:20][CH3:21])[CH:7]=2)[C:2]=1[Br:1])[CH3:39] |f:1.2.3|. Procedure details: Following the procedure described in Method B, Step 5 of Example 1, the title compound was prepared from 1-bromo-6-(3-pentyl-benzofuran-2-yl)-naphthalen-2-ol (1.5 g, 3.66 mmol), cesium carbonate (2.4 g, 7.34 mmol), ethyl bromoacetate (0.48 mL, 4.3 mmol) in acetone (35 mL). The title compound was obtained as an off-white solid (1.6 g), mp 93-95° C. Mass spectrum (+APCl, [M+H]+) m/z 495. 1HNMR (300 MHz, DMSO-d6): δ8.34 (s, 1H), 8.24 (d, 1H, J=9.0 Hz), 8.12 (d, 1H, J=9.1 Hz), 8.06-8.02 (m, 1H), 7.6... The reactants are NO (amino-alcohol), C(O)([O-])=O.[Na+] (sodium hydrogencarbonate), C(C1=CC=CC=C1)(=O)Cl (benzoyl chloride). Procedure: To 281 mg of the compound (6) were added 2 ml of ethyl acetate, 2 ml of aqueous saturated sodium hydrogencarbonate, and 0.077 ml of benzoyl chloride and the mixture was reacted at room temperature for 1. 5 hours to obtain a benzoylamino-alcohol compound (compound (7), C51H63NO13Si, molecular weight of 926.14). Solvent: C(C)(=O)OCC (ethyl acetate). Product: C(C1=CC=CC=C1)(=O)NO (benzoylamino-alcohol). Reaction SMILES: [NH2:1][OH:2].C(=O)([O-])O.[Na+].[C:8](Cl)(=[O:15])[C:9]1[CH:14]=[CH:13][CH:12]=[CH:11][CH:10]=1>C(OCC)(=O)C>[C:8]([NH:1][OH:2])(=[O:15])[C:9]1[CH:14]=[CH:13][CH:12]=[CH:11][CH:10]=1 |f:1.2|. Reactants: COC=CC1CCC(c2ccc(C#N)cc2)CC1, Cl. Reaction SMILES: [CH3:1][O:2][CH:3]=[CH:4][CH:5]1[CH2:6][CH2:7][CH:8]([c:11]2[cH:12][cH:13][c:14]([C:15]#[N:16])[cH:17][cH:18]2)[CH2:9][CH2:10]1.[ClH:19]>>[O:2]=[CH:3][CH2:4][CH:5]1[CH2:6][CH2:7][CH:8]([c:11]2[cH:12][cH:13][c:14]([C:15]#[N:16])[cH:17][cH:18]2)[CH2:9][CH2:10]1. Product: N#Cc1ccc(C2CCC(CC=O)CC2)cc1.